From a dataset of the Open Reaction Database (ORD), a public repository of structured organic reaction records. describe an organic reaction: reactants, conditions, products, and yield Reactants: FC1=NC(=CC=C1NC(=O)C=1C=C2C(=NC1)N(C=C2)C)F (1-methyl-1H-pyrrolo[2,3-b]pyridine-5-carboxylic acid (2,6-difluoro-pyridin-3-yl)-amide), COC=1C=CC(=CC1)P2(=S)SP(=S)(S2)C=3C=CC(=CC3)OC (Lawesson's Reagent). The solvent is C1(=CC=CC=C1)C (toluene). Reaction conditions: temperature 130 celsius. Product: FC1=CC=C2C(=N1)SC(=N2)C=2C=C1C(=NC2)N(C=C1)C (5-fluoro-2-(1-methyl-1H-pyrrolo[2,3-b]pyridin-5-yl)-thiazolo[5,4-b]pyridine). Isolated yield 167.1%. Reaction SMILES: F[C:2]1[C:7]([NH:8][C:9]([C:11]2[CH:12]=[C:13]3[CH:19]=[CH:18][N:17]([CH3:20])[C:14]3=[N:15][CH:16]=2)=O)=[CH:6][CH:5]=[C:4]([F:21])[N:3]=1.COC1C=CC(P2(SP(C3C=CC(OC)=CC=3)(=S)S2)=[S:31])=CC=1>C1(C)C=CC=CC=1>[F:21][C:4]1[N:3]=[C:2]2[S:31][C:9]([C:11]3[CH:12]=[C:13]4[CH:19]=[CH:18][N:17]([CH3:20])[C:14]4=[N:15][CH:16]=3)=[N:8][C:7]2=[CH:6][CH:5]=1. Procedure details: To a suspension of 1-methyl-1H-pyrrolo[2,3-b]pyridine-5-carboxylic acid (2,6-difluoro-pyridin-3-yl)-amide (300 mg, 1.04 mmol) in toluene in a sealable vial was added Lawesson's Reagent (210 mg, 0.52 mmol). The vial was capped and heated to 130° C. for 12 h, cooled to room temp, and loaded directly onto a silica gel column and purified by flash column chromatography (0 to 100% EtOAc in hexanes) to afford 5-fluoro-2-(1-methyl-1H-pyrrolo[2,3-b]pyridin-5-yl)-thiazolo[5,4-b]pyridine (247 mg, 83% yiel... The reactants are FC1=C(C(=O)NC=2SC(=C(N2)C)C=2C=NC=CC2)C(=CC=C1)F (2,6-Difluoro-N-(4-methyl-5-pyridin-3-yl-thiazol-2-yl)-benzamide), N1=CC=C(C=C1)CC(C)=O ((4-pyridyl)acetone). The product is FC1=C(C(=O)NC=2SC(=C(N2)C)C2=CC=NC=C2)C(=CC=C1)F (2,6-Difluoro-N-(4-methyl-5-pyridin-4-yl-thiazol-2-yl)-benzamide). As a reaction SMILES: [F:1][C:2]1[CH:22]=[CH:21][CH:20]=[C:19]([F:23])[C:3]=1[C:4]([NH:6][C:7]1[S:8][C:9]([C:13]2[CH:14]=NC=[CH:17][CH:18]=2)=[C:10]([CH3:12])[N:11]=1)=[O:5].[N:24]1C=CC(CC(=O)C)=C[CH:25]=1>>[F:23][C:19]1[CH:20]=[CH:21][CH:22]=[C:2]([F:1])[C:3]=1[C:4]([NH:6][C:7]1[S:8][C:9]([C:13]2[CH:18]=[CH:17][N:24]=[CH:25][CH:14]=2)=[C:10]([CH3:12])[N:11]=1)=[O:5]. Reported procedure: Compound 17 was prepared as described for the preparation of Compound 16 using commercially available (4-pyridyl)acetone. Reactants: BrC=1C=C(C=CC1)O (3-Bromophenol), C(=O)([O-])[O-].[K+].[K+] (K2CO3), C(C=C)I (allyl iodide). Run in CN(C)C=O (DMF), C(C)(=O)OCC (ethyl acetate). Reaction conditions: temperature 80 celsius, time 8 hour. Product: C(C=C)OC1=CC(=CC=C1)Br (1-(allyloxy)-3-bromobenzene). RXN SMILES: [Br:1][C:2]1[CH:3]=[C:4]([OH:8])[CH:5]=[CH:6][CH:7]=1.C([O-])([O-])=O.[K+].[K+].[CH2:15](I)[CH:16]=[CH2:17]>CN(C=O)C.C(OCC)(=O)C>[CH2:17]([O:8][C:4]1[CH:5]=[CH:6][CH:7]=[C:2]([Br:1])[CH:3]=1)[CH:16]=[CH2:15] |f:1.2.3|. Reported procedure: 3-Bromophenol (10.0 g, 57.8 mmoles) in anhydrous DMF (60 mL) was treated with K2CO3 (24.0 g, 173 mmoles) and allyl iodide (5.81 mL, 63.6 mmoles). Reaction stirred overnight at 80° C. Reaction allowed to cool to room temperature and diluted with ethyl acetate. The mixture was washed with H2O (2×), brine, dried (Na2SO4), filtered, and the filtrate concentrated under reduced pressure to provide the title compound with no further purification. Starting materials: CCO, c1ccc(C(c2ccccc2)N2CC(n3cncn3)C2)cc1, Cl. Yields the product Cl, c1ncn(C2CNC2)n1. Reaction SMILES: [CH3:24][CH2:25][OH:26].[CH:1]([c:2]1[cH:3][cH:4][cH:5][cH:6][cH:7]1)([c:8]1[cH:9][cH:10][cH:11][cH:12][cH:13]1)[N:14]1[CH2:15][CH:16]([n:18]2[n:19][cH:20][n:21][cH:22]2)[CH2:17]1.[ClH:23]>>[ClH:23].[NH:14]1[CH2:15][CH:16]([n:18]2[n:19][cH:20][n:21][cH:22]2)[CH2:17]1. The reactants are COc1c(Br)cc(CC(=O)O)cc1Br, O=C(Cl)C(=O)Cl, c1ccccc1. Yields the product COc1c(Br)cc(CC(=O)Cl)cc1Br. As a reaction SMILES: [Br:1][c:2]1[cH:3][c:4]([CH2:11][C:12](=[O:13])[OH:14])[cH:5][c:6]([Br:10])[c:7]1[O:8][CH3:9].[Cl:15][C:16]([C:17]([Cl:18])=[O:19])=[O:20].[cH:21]1[cH:22][cH:23][cH:24][cH:25][cH:26]1>>[Br:1][c:2]1[cH:3][c:4]([CH2:11][C:12](=[O:14])[Cl:15])[cH:5][c:6]([Br:10])[c:7]1[O:8][CH3:9]. Starting materials: ice, II (iodine), ClC=1C=CC(=NC1)NC(C1=C(C=CC=C1)N)=O (N-(5-chloropyridin-2-yl)-2-aminobenzamide). Reagents/catalysts: S(=O)(=O)([O-])[O-].[Ag+2] (silver sulfate). Solvent: C(C)O (ethanol). Reaction conditions: time 3 day. Yields the product NC1=C(C(=O)NC2=NC=C(C=C2)Cl)C=C(C=C1)I (2-Amino-N-(5-chloropyridin-2-yl)-5-iodobenzamide). Isolated yield 32.1%. As a reaction SMILES: [Cl:1][C:2]1[CH:3]=[CH:4][C:5]([NH:8][C:9](=[O:17])[C:10]2[CH:15]=[CH:14][CH:13]=[CH:12][C:11]=2[NH2:16])=[N:6][CH:7]=1.[I:18]I>C(O)C.S([O-])([O-])(=O)=O.[Ag+2]>[NH2:16][C:11]1[CH:12]=[CH:13][C:14]([I:18])=[CH:15][C:10]=1[C:9]([NH:8][C:5]1[CH:4]=[CH:3][C:2]([Cl:1])=[CH:7][N:6]=1)=[O:17] |f:3.4|. Procedure details: To an ice cold stirring suspension of N-(5-chloropyridin-2-yl)-2-aminobenzamide (1.01 g, 4.09 mmol) in ethanol (80 mL) was added a mixture of iodine (1.04 g, 4.10 mmol) and silver sulfate (1.29 g, 4.09 mmol). The mixture was stirred at room temperature for 3 d and filtered. The filtrate was concentrated, partitioned between dichloromethane and saturated aqueous sodium bicarbonate. The organic phase was dried over magnesium sulfate, filtered, and concentrated in vacuo. The crude product was purif...